From a dataset of the Open Reaction Database (ORD), a public repository of structured organic reaction records. describe an organic reaction: reactants, conditions, products, and yield Starting materials: [Br-], COC(C)(C)C, CC[Mg+], O=Cc1ccc(-c2nc3ccc(C4(c5ccccc5)CC4)nc3s2)c(F)c1, C1CCOC1. Product: CCC(O)c1ccc(-c2nc3ccc(C4(c5ccccc5)CC4)nc3s2)c(F)c1. As a reaction SMILES: [Br-:28].[C:37]([O:38][CH3:39])([CH3:40])([CH3:41])[CH3:42].[CH2:29]([CH3:30])[Mg+:31].[F:1][c:2]1[cH:3][c:4]([CH:5]=[O:6])[cH:7][cH:8][c:9]1-[c:10]1[s:11][c:12]2[n:13][c:14]([C:19]3([c:22]4[cH:23][cH:24][cH:25][cH:26][cH:27]4)[CH2:20][CH2:21]3)[cH:15][cH:16][c:17]2[n:18]1.[O:32]1[CH2:33][CH2:34][CH2:35][CH2:36]1>>[F:1][c:2]1[cH:3][c:4]([CH:5]([OH:6])[CH2:29][CH3:30])[cH:7][cH:8][c:9]1-[c:10]1[s:11][c:12]2[n:13][c:14]([C:19]3([c:22]4[cH:23][cH:24][cH:25][cH:26][cH:27]4)[CH2:20][CH2:21]3)[cH:15][cH:16][c:17]2[n:18]1. The reactants are Cn1ccc(=O)n(C)c1=O, CS(C)=O, FC(F)(F)I, [Fe+2], OO, O=S(=O)(O)O, O=S(=O)([O-])[O-]. Yields the product Cn1cc(C(F)(F)F)c(=O)n(C)c1=O. As a reaction SMILES: [CH3:1][n:2]1[c:3](=[O:4])[n:5]([CH3:10])[c:6](=[O:7])[cH:8][cH:9]1.[CH3:29][S:30](=[O:31])[CH3:32].[F:16][C:17]([F:18])([F:19])[I:20].[Fe+2:28].[OH:21][OH:22].[S:11](=[O:12])(=[O:13])([OH:14])[OH:15].[S:23]([O-:24])([O-:25])(=[O:26])=[O:27]>>[CH3:1][n:2]1[c:3](=[O:4])[n:5]([CH3:10])[c:6](=[O:7])[c:8]([C:17]([F:16])([F:18])[F:19])[cH:9]1. The reactants are C(C1=CC=CC=C1)C(C(=O)OCC)(CC1=CC=CC=C1)C#N (Ethyl 2-benzyl-2-cyano-3-phenylpropionate), [OH-].[K+] (potassium hydroxide). Solvent: O.C(C)O (water ethanol), O (water). Product: C(C1=CC=CC=C1)C(C(=O)O)(CC1=CC=CC=C1)C#N (2-benzyl-2-cyano-3-phenylpropionic acid). The yield is 100.0%. As a reaction SMILES: [CH2:1]([C:8]([C:21]#[N:22])([CH2:14][C:15]1[CH:20]=[CH:19][CH:18]=[CH:17][CH:16]=1)[C:9]([O:11]CC)=[O:10])[C:2]1[CH:7]=[CH:6][CH:5]=[CH:4][CH:3]=1.[OH-].[K+]>O.C(O)C.O>[CH2:14]([C:8]([C:21]#[N:22])([CH2:1][C:2]1[CH:7]=[CH:6][CH:5]=[CH:4][CH:3]=1)[C:9]([OH:11])=[O:10])[C:15]1[CH:16]=[CH:17][CH:18]=[CH:19][CH:20]=1 |f:1.2,3.4|. Procedure details: Ethyl 2-benzyl-2-cyano-3-phenylpropionate (3.20 g, 11 mmol) was saponified at room temperature overnight with potassium hydroxide (6.17 g, 0.11 mol) in 10% water/ethanol. The mixture was diluted with water (200 mL) and extracted with hexane (2×50 mL). The aqueous layer was acidified with 1M phosphoric acid and extracted with methylene chloride (4×100 mL). The combined organic extracts were dried over magnesium sulfate and freed of solvent to afford 2-benzyl-2-cyano-3-phenylpropionic acid (2.94 g... Reactants: C(C)(C)(C)OC(NCCC1=CC=C(C=C1)NC(=S)N)=O ([2-(4-thioureido-phenyl)-ethyl]-carbamic acid tert-butyl ester), CI (methyl iodide). Solvent: CC(=O)C (acetone). Yields the product C(C)(C)(C)OC(NCCC1=CC=C(C=C1)NC(SC)=N)=O ({2-[4-(2-methyl-isothioureido)-phenyl]-ethyl}-carbamic acid tert-butyl ester). Reaction SMILES: [C:1]([O:5][C:6](=[O:20])[NH:7][CH2:8][CH2:9][C:10]1[CH:15]=[CH:14][C:13]([NH:16][C:17]([NH2:19])=[S:18])=[CH:12][CH:11]=1)([CH3:4])([CH3:3])[CH3:2].[CH3:21]I>CC(C)=O>[C:1]([O:5][C:6](=[O:20])[NH:7][CH2:8][CH2:9][C:10]1[CH:11]=[CH:12][C:13]([NH:16][C:17](=[NH:19])[S:18][CH3:21])=[CH:14][CH:15]=1)([CH3:4])([CH3:2])[CH3:3]. Procedure details: A solution of compound 79.2 (1.5 mmol) and methyl iodide (6.0 mmol) in acetone (15.0 mL) was stirred at 40° C. overnight. The solvent was removed and the residue was dried in vacuo to give {2-[4-(2-methyl-isothioureido)-phenyl]-ethyl}-carbamic acid tert-butyl ester (compound 79.3) in quantitative yield. 1H NMR (CD3OD, 400 MHz): δ 7.40 (d, J=7.8 Hz, 2H), 7.28 (d, J=8.3 Hz, 2H), 3.30 (t, J=7.1 Hz, 2H), 2.82 (t, J=7.1 Hz, 2H), 2.73 (s, 3H) ppm; EIMS (m/z): 310.1 (M++H). Starting materials: C1(=CC=CC=C1)[C@H]1[C@@H](C1)C(=O)Cl (trans-2-Phenyl-1-cyclopropanecarbonyl chloride), NC1=C(C=C(C=C1)C1=NN(C2=NC=NC(=C21)N)C2CCN(CC2)C2CCN(CC2)C)OC (3-(4-amino-3-methoxyphenyl)-1-[1-(1-methylpiperidin-4-yl)-piperidin-4-yl]-1H-pyrazolo[3,4-d]pyrimidin-4-amine). Solvent: N1=CC=CC=C1 (pyridine). Conditions: time 5 hour. Product: NC1=C2C(=NC=N1)N(N=C2C2=CC(=C(C=C2)NC(=O)[C@H]2[C@@H](C2)C2=CC=CC=C2)OC)C2CCN(CC2)C2CCN(CC2)C (N1-{4-[4-amino-1-[1-(1-methylpiperidin-4-yl)piperidin-4-yl]-1H-pyrazolo[3,4-d]pyrimidin-3-yl]-2-methoxyphenyl}-trans-2-phenylcyclopropane-1-carboxamide). Isolated yield 60.2%. Reaction SMILES: [C:1]1([C@@H:7]2[CH2:9][C@H:8]2[C:10](Cl)=[O:11])[CH:6]=[CH:5][CH:4]=[CH:3][CH:2]=1.[NH2:13][C:14]1[CH:19]=[CH:18][C:17]([C:20]2[C:28]3[C:23](=[N:24][CH:25]=[N:26][C:27]=3[NH2:29])[N:22]([CH:30]3[CH2:35][CH2:34][N:33]([CH:36]4[CH2:41][CH2:40][N:39]([CH3:42])[CH2:38][CH2:37]4)[CH2:32][CH2:31]3)[N:21]=2)=[CH:16][C:15]=1[O:43][CH3:44]>N1C=CC=CC=1>[NH2:29][C:27]1[N:26]=[CH:25][N:24]=[C:23]2[N:22]([CH:30]3[CH2:35][CH2:34][N:33]([CH:36]4[CH2:41][CH2:40][N:39]([CH3:42])[CH2:38][CH2:37]4)[CH2:32][CH2:31]3)[N:21]=[C:20]([C:17]3[CH:18]=[CH:19][C:14]([NH:13][C:10]([C@@H:8]4[CH2:9][C@H:7]4[C:1]4[CH:6]=[CH:5][CH:4]=[CH:3][CH:2]=4)=[O:11])=[C:15]([O:43][CH3:44])[CH:16]=3)[C:28]=12. Procedure: trans-2-Phenyl-1-cyclopropanecarbonyl chloride (42 mg, 0.231 mmol) was added to a solution of 3-(4-amino-3-methoxyphenyl)-1-[1-(1-methylpiperidin-4-yl)-piperidin-4-yl]-1H-pyrazolo[3,4-d]pyrimidin-4-amine (100 mg, 0.229 mmol) in pyridine (1.0 mL). After 5 hours, the solvent was evaporated and the residue was purified by flash column chromatography to give N1-{4-[4-amino-1-[1-(1-methylpiperidin-4-yl)piperidin-4-yl]-1H-pyrazolo[3,4-d]pyrimidin-3-yl]-2-methoxyphenyl}-trans-2-phenylcyclopropane-1-car... Starting materials: C1CC2=CC=CC=C2C(=O)C1 (α-tetralone), [N+](=O)([O-])[O-].[K+] (potassium nitrate). Solvent: CCOCC (ether), S(O)(O)(=O)=O (sulfuric acid). Product: C1CC2=C(C=CC=C2[N+](=O)[O-])C(=O)C1 (5-nitro-α-tetralone). RXN SMILES: [CH2:1]1[CH2:11][C:9](=[O:10])[C:8]2[C:3](=[CH:4][CH:5]=[CH:6][CH:7]=2)[CH2:2]1.[N+:12]([O-])([O-:14])=[O:13].[K+]>S(=O)(=O)(O)O.CCOCC>[CH2:1]1[CH2:11][C:9](=[O:10])[C:8]2[CH:7]=[CH:6][CH:5]=[C:4]([N+:12]([O-:14])=[O:13])[C:3]=2[CH2:2]1 |f:1.2|. Procedure details: 10 ml (75 mmol) of α-tetralone was added dropwise to 7.6 g (75 mmol) of potassium nitrate dissolved in 75 ml of concentrated sulfuric acid (at -10° C.). The resulting mixture was poured onto ice and the precipitate was suspended in ether. The precipitate (the 7 nitro isomer) was filtered off and the ether solution was evaporated. The residue was purified by column chromatography on silica gel. Yield: 4.7 g of the title compound, M.p. 94°-96° C. Starting materials: C(=O)(OC(C)(C)C)NC1CCN(CC1)C(=O)OCC1=CC=CC=C1 (4-(N—BOC amino)-CBz piperidine), [OH-].[Na+] (NaOH), C1CCOC1 (THF), Cl (HCl). Solvent: ClCCl (dichloromethane). Reaction conditions: temperature 32.5 celsius. Product: NC1CCN(CC1)C(=O)OCC1=CC=CC=C1 (Benzyl 4-aminopiperidine-1-carboxylate). As a reaction SMILES: C([NH:8][CH:9]1[CH2:14][CH2:13][N:12]([C:15]([O:17][CH2:18][C:19]2[CH:24]=[CH:23][CH:22]=[CH:21][CH:20]=2)=[O:16])[CH2:11][CH2:10]1)(OC(C)(C)C)=O.C1COCC1.Cl.[OH-].[Na+]>ClCCl>[NH2:8][CH:9]1[CH2:10][CH2:11][N:12]([C:15]([O:17][CH2:18][C:19]2[CH:24]=[CH:23][CH:22]=[CH:21][CH:20]=2)=[O:16])[CH2:13][CH2:14]1 |f:3.4|. Procedure details: 4-(N—BOC amino)-CBz piperidine (24.4 kg 73.42 mol), THF (65 kg) and 5 M HCl (23.0 kg, 110.13 mol) were combined and heated to 30-35° C. for ˜2 hours, and then at 55° C. overnight. After cooling the reaction mixture to 10° C., dichloromethane (97 kg) and 10M NaOH (7.97 kg, 145.12 mol) were added, while keeping the temperature at <25° C. The phases were separated and the organic phase was washed with 25 wt % NaCl solution (27.5 kg). The washed organic phase was distilled at atmospheric pressure to... Starting materials: [OH-].[K+] (potassium hydroxide), ClC1=CC=C2C(=NN(C2=C1)C)CC(=O)OCC (ethyl (6-chloro-1-methyl-1H-indazol-3-yl)acetate). Solvent: CO (MeOH). Conditions: temperature 25 celsius, time 1 hour. Yields the product ClC1=CC=C2C(=NN(C2=C1)C)CC(=O)O ((6-Chloro-1-methyl-1H-indazol-3-yl)acetic acid). Isolated yield 56.0%. As a reaction SMILES: [OH-].[K+].[Cl:3][C:4]1[CH:12]=[C:11]2[C:7]([C:8]([CH2:14][C:15]([O:17]CC)=[O:16])=[N:9][N:10]2[CH3:13])=[CH:6][CH:5]=1>CO>[Cl:3][C:4]1[CH:12]=[C:11]2[C:7]([C:8]([CH2:14][C:15]([OH:17])=[O:16])=[N:9][N:10]2[CH3:13])=[CH:6][CH:5]=1 |f:0.1|. Procedure: Aqueous potassium hydroxide (5.93 mL, 10%) was added to ethyl (6-chloro-1-methyl-1H-indazol-3-yl)acetate (Preparation 169, 1.78 g, 0.704 mol) in MeOH (30 mL). The mixture was stirred for 1 hour at 25° C. then the methanol was evaporated in vacuo. The aqueous residue was washed with diethyl ether (30 mL) then acidified with aqueous HCl (6 M). The mixture was extracted with ethyl acetate (30 mL) and the organic phase was dried over sodium sulphate, evaporated in vacuo and purified by column chroma... Starting materials: C(C1=CC=CC=C1)OC(=O)N[C@@H](CC1=CNC=N1)C(=O)N=[N+]=[N-] (Nα -benzyloxycarbonyl-L-histidine azide), C(C1=CC=CC=C1)OC(=O)N[C@@H](CC1=CNC=N1)C(=O)NN (Nα -benzyloxycarbonyl-L-histidine hydrazide), C(CCC)NC(=O)[C@H]1NCCC1 ((S)-N-butyl-2-pyrrolidinecarboxamide). Run in C(C)(=O)OCC (ethyl acetate). Run at time 8 hour. Yields the product C(C1=CC=CC=C1)OC(=O)N[C@@H](CC1=CNC=N1)C(=O)N1[C@H](C(=O)NCCCC)CCC1 (Nα -benzyloxycarbonyl-L-histidyl-N-butyl-L-prolinamide). RXN SMILES: [CH2:1]([O:8][C:9]([NH:11][C@H:12]([C:19]([N:21]=[N+]=[N-])=[O:20])[CH2:13][C:14]1[N:18]=[CH:17][NH:16][CH:15]=1)=[O:10])[C:2]1[CH:7]=[CH:6][CH:5]=[CH:4][CH:3]=1.C(OC(N[C@H](C(NN)=O)CC1N=CNC=1)=O)C1C=CC=CC=1.[CH2:46]([NH:50][C:51]([C@@H:53]1[CH2:57][CH2:56][CH2:55]N1)=[O:52])[CH2:47][CH2:48][CH3:49]>C(OCC)(=O)C>[CH2:1]([O:8][C:9]([NH:11][C@H:12]([C:19]([N:21]1[CH2:55][CH2:56][CH2:57][C@H:53]1[C:51]([NH:50][CH2:46][CH2:47][CH2:48][CH3:49])=[O:52])=[O:20])[CH2:13][C:14]1[N:18]=[CH:17][NH:16][CH:15]=1)=[O:10])[C:2]1[CH:7]=[CH:6][CH:5]=[CH:4][CH:3]=1. Reported procedure: To 75 ml of an ethyl acetate solution of Nα -benzyloxycarbonyl-L-histidine azide (4) prepared from 4.85 g of Nα -benzyloxycarbonyl-L-histidine hydrazide (3) by the method of Reference example 2 was added 2.23 g of compound (31) under ice-cooling and the mixture was placed overnight in a refrigerator to complete the reaction. The reaction mixture was concentrated and the residue was subjected to silica gel column chromatography. By eluting the product with chloroform-methanol-aqueous ammonia (95:...